Dataset: the Open Reaction Database (ORD), a public repository of structured organic reaction records. Task: describe an organic reaction: reactants, conditions, products, and yield Yields the product CC1=C(C(=NN1)C1=CC=NC=C1)C(=O)OCC (ethyl 5-methyl-3-(pyridin-4-yl)-1H-pyrazole-4-carboxylate). As a reaction SMILES: [C:1]([CH:9]([C:15](=O)[CH3:16])[C:10]([O:12][CH2:13][CH3:14])=[O:11])(=O)[C:2]1[CH:7]=[CH:6][N:5]=[CH:4][CH:3]=1.[NH2:18][NH2:19].C(=O)([O-])O.[Na+]>C(O)C>[CH3:16][C:15]1[NH:19][N:18]=[C:1]([C:2]2[CH:7]=[CH:6][N:5]=[CH:4][CH:3]=2)[C:9]=1[C:10]([O:12][CH2:13][CH3:14])=[O:11] |f:2.3|. Run in C(C)O (ethanol). Starting materials: C(C1=CC=NC=C1)(=O)C(C(=O)OCC)C(C)=O (ethyl 2-isonicotinoyl-3-oxobutanoate), NN (hydrazine), C(O)([O-])=O.[Na+] (sodium hydrogen carbonate). Isolated yield 81.4%. Reported procedure: To a solution of ethyl 2-isonicotinoyl-3-oxobutanoate (8.0 g) in ethanol (80 mL) was added hydrazine (1.7 g), and the mixture was stirred at room temperature for 1 hr, and poured into saturated aqueous sodium hydrogen carbonate solution. The mixture was extracted with ethyl acetate. The extract was washed with saturated brine, and dried over anhydrous sodium sulfate. The solvent was evaporated under reduced pressure. The residue was purified by silica gel column chromatography (ethyl acetate/hex... Run at time 1 hour. The reactants are O=C([O-])[O-], CCOC(=O)CCCOc1cccc(CCCCCCOc2cc(O)cc(Br)c2)c1CCC(=O)OCC, CN(C)C=O, CC(C)=O, CCI, [K+], [K+], O. Product: CCOC(=O)CCCOc1cccc(CCCCCCOc2cc(Br)cc(OCC)c2)c1CCC(=O)OCC. RXN SMILES: [C:38](=[O:39])([O-:40])[O-:41].[CH2:1]([CH3:2])[O:3][C:4]([CH2:5][CH2:6][CH2:7][O:8][c:9]1[c:10]([CH2:30][CH2:31][C:32](=[O:33])[O:34][CH2:35][CH3:36])[c:11]([CH2:15][CH2:16][CH2:17][CH2:18][CH2:19][CH2:20][O:21][c:22]2[cH:23][c:24]([Br:29])[cH:25][c:26]([OH:28])[cH:27]2)[cH:12][cH:13][cH:14]1)=[O:37].[CH3:44][N:45]([CH3:46])[CH:47]=[O:48].[CH3:53][C:54](=[O:55])[CH3:56].[I:49][CH2:50][CH3:51].[K+:42].[K+:43].[OH2:52]>>[CH2:1]([CH3:2])[O:3][C:4]([CH2:5][CH2:6][CH2:7][O:8][c:9]1[c:10]([CH2:30][CH2:31][C:32](=[O:33])[O:34][CH2:35][CH3:36])[c:11]([CH2:15][CH2:16][CH2:17][CH2:18][CH2:19][CH2:20][O:21][c:22]2[cH:23][c:24]([Br:29])[cH:25][c:26]([O:28][CH2:50][CH3:51])[cH:27]2)[cH:12][cH:13][cH:14]1)=[O:37].